This data is from the Open Reaction Database (ORD), a public repository of structured organic reaction records. The task is: describe an organic reaction: reactants, conditions, products, and yield Starting materials: N#Cc1ccc2c(c1)Sc1ccc([N+](=O)[O-])cc1C=C2, ClC(Cl)Cl, [Ca+2], O=C(OO)c1cccc(Cl)c1, [OH-], [OH-]. The product is N#Cc1ccc2c(c1)S(=O)(=O)c1ccc([N+](=O)[O-])cc1C=C2. As a reaction SMILES: [C:1](#[N:2])[c:3]1[cH:4][cH:5][c:6]2[c:7]([cH:20]1)[S:8][c:9]1[c:10]([cH:13][c:14]([N+:17](=[O:18])[O-:19])[cH:15][cH:16]1)[CH:11]=[CH:12]2.[CH:35]([Cl:36])([Cl:37])[Cl:38].[Ca+2:33].[Cl:21][c:22]1[cH:23][cH:24][cH:25][c:26]([C:27]([O:28][OH:29])=[O:30])[cH:31]1.[OH-:32].[OH-:34]>>[C:1](#[N:2])[c:3]1[cH:4][cH:5][c:6]2[c:7]([cH:20]1)[S:8](=[O:32])(=[O:34])[c:9]1[c:10]([cH:13][c:14]([N+:17](=[O:18])[O-:19])[cH:15][cH:16]1)[CH:11]=[CH:12]2. The reactants are [O-][n+]1ccccc1C(O)c1cc(Br)ccc1O, ClC(Cl)Cl. Yields the product O=C(c1cc(Br)ccc1O)c1cccc[n+]1[O-]. As a reaction SMILES: [Br:1][c:2]1[cH:3][cH:4][c:5]([OH:17])[c:6]([CH:7]([OH:8])[c:9]2[n+:10]([O-:15])[cH:11][cH:12][cH:13][cH:14]2)[cH:16]1.[CH:18]([Cl:19])([Cl:20])[Cl:21]>>[Br:1][c:2]1[cH:3][cH:4][c:5]([OH:17])[c:6]([C:7](=[O:8])[c:9]2[n+:10]([O-:15])[cH:11][cH:12][cH:13][cH:14]2)[cH:16]1. Starting materials: FC(S(=O)(=O)OC=1C=2C=C(C=CC2C(CC1)(C)C)C#CC1=CC=C(C(=O)OCC)C=C1)(F)F (ethyl 4-[(5-trifluoromethylsulfonyloxy-7,8-dihydro-8,8-dimethylnaphth-3-yl)ethynyl]benzoate), FC(S(=O)(=O)OC=1C=2C=C(C=CC2C(CC1)(C)C)C#CC1=CC=C(C(=O)OCC)C=C1)(F)F (ethyl 4-[(5-trifluoromethylsulfonyloxy-7,8-dihydro-8,8-dimethylnaphth-3-yl)ethynyl]benzoate), C#CCCC (1-pentyne), cuprous iodide. Reagents/catalysts: Cl[Pd]([P](C1=CC=CC=C1)(C2=CC=CC=C2)C3=CC=CC=C3)([P](C4=CC=CC=C4)(C5=CC=CC=C5)C6=CC=CC=C6)Cl (bis(triphenylphosphine)palladium(II) chloride). Solvent: C(C)NCC (diethylamine), CCOC(=O)C (EtOAc). Reaction conditions: temperature 70 celsius, time 8 hour. Yields the product CC1(CC=C(C=2C=C(C=CC12)C#CC1=CC=C(C(=O)OCC)C=C1)C#CCCC)C (Ethyl 4-[(7,8-dihydro-8,8-dimethyl-5-(1-pentynyl)-naphth-3-yl)ethynyl]benzoate). Reaction SMILES: FC(F)(F)S(O[C:7]1[C:8]2[CH:9]=[C:10]([C:19]#[C:20][C:21]3[CH:31]=[CH:30][C:24]([C:25]([O:27][CH2:28][CH3:29])=[O:26])=[CH:23][CH:22]=3)[CH:11]=[CH:12][C:13]=2[C:14]([CH3:18])([CH3:17])[CH2:15][CH:16]=1)(=O)=O.[CH:34]#[C:35][CH2:36][CH2:37][CH3:38]>C(NCC)C.CCOC(C)=O.Cl[Pd](Cl)([P](C1C=CC=CC=1)(C1C=CC=CC=1)C1C=CC=CC=1)[P](C1C=CC=CC=1)(C1C=CC=CC=1)C1C=CC=CC=1>[CH3:17][C:14]1([CH3:18])[C:13]2[CH:12]=[CH:11][C:10]([C:19]#[C:20][C:21]3[CH:31]=[CH:30][C:24]([C:25]([O:27][CH2:28][CH3:29])=[O:26])=[CH:23][CH:22]=3)=[CH:9][C:8]=2[C:7]([C:34]#[C:35][CH2:36][CH2:37][CH3:38])=[CH:16][CH2:15]1 |^1:52,71|. Reported procedure: A solution (flushed with argon) of 201.3 mg (0.42 mmol) of ethyl 4-[(5-trifluoromethylsulfonyloxy-7,8-dihydro-8,8-dimethylnaphth-3-yl)ethynyl]benzoate (Compound 66), 286.5 mg (4.21 mmol) of 1-pentyne, 59.5 mg (0.08 mmol) of bis(triphenylphosphine)palladium(II) chloride and 32.0 mg (0.17 mmol) of cuprous iodide in 2.5 ml of diethylamine was heated to 70° C. in a pressure vial for 6 hours. After stirring overnight at room temperature, the mixture was diluted with EtOAc (25 ml) and washed with wate... Reactants: CS(=O)(=O)O, CCOC(C)=O, Cl, Cl, CC(COC(=O)C(N)Cc1ccc(O)c(O)c1)OC(=O)c1ccccc1, [Na+], O=C([O-])O, O. Product: CS(=O)(=O)O, CC(COC(=O)C(N)Cc1ccc(O)c(O)c1)OC(=O)c1ccccc1. As a reaction SMILES: [CH3:34][S:35]([OH:36])(=[O:37])=[O:38].[CH3:40][CH2:41][O:42][C:43]([CH3:44])=[O:45].[ClH:6].[ClH:7].[NH2:8][CH:9]([C:10](=[O:11])[O:12][CH2:13][CH:14]([CH3:15])[O:16][C:17](=[O:18])[c:19]1[cH:20][cH:21][cH:22][cH:23][cH:24]1)[CH2:25][c:26]1[cH:27][c:28]([OH:33])[c:29]([OH:32])[cH:30][cH:31]1.[Na+:5].[O-:1][C:2]([OH:3])=[O:4].[OH2:39]>>[CH3:34][S:35](=[O:36])(=[O:37])[OH:38].[NH2:8][CH:9]([C:10](=[O:11])[O:12][CH2:13][CH:14]([CH3:15])[O:16][C:17](=[O:18])[c:19]1[cH:20][cH:21][cH:22][cH:23][cH:24]1)[CH2:25][c:26]1[cH:27][c:28]([OH:33])[c:29]([OH:32])[cH:30][cH:31]1. The reactants are CO, O=C(O)Cc1cccc(OCCCN(Cc2cccc(C(F)(F)F)c2Cl)CC(c2ccccc2)c2ccccc2)c1, Cl, O=S(=O)(O)O. The product is COC(=O)Cc1cccc(OCCCN(Cc2cccc(C(F)(F)F)c2Cl)CC(c2ccccc2)c2ccccc2)c1. Reaction SMILES: [CH3:48][OH:49].[Cl:2][c:3]1[c:4]([CH2:5][N:6]([CH2:7][CH2:8][CH2:9][O:10][c:11]2[cH:12][c:13]([CH2:17][C:18](=[O:19])[OH:20])[cH:14][cH:15][cH:16]2)[CH2:21][CH:22]([c:23]2[cH:24][cH:25][cH:26][cH:27][cH:28]2)[c:29]2[cH:30][cH:31][cH:32][cH:33][cH:34]2)[cH:35][cH:36][cH:37][c:38]1[C:39]([F:40])([F:41])[F:42].[ClH:1].[S:43](=[O:44])(=[O:45])([OH:46])[OH:47]>>[Cl:2][c:3]1[c:4]([CH2:5][N:6]([CH2:7][CH2:8][CH2:9][O:10][c:11]2[cH:12][c:13]([CH2:17][C:18]([O:19][CH3:48])=[O:20])[cH:14][cH:15][cH:16]2)[CH2:21][CH:22]([c:23]2[cH:24][cH:25][cH:26][cH:27][cH:28]2)[c:29]2[cH:30][cH:31][cH:32][cH:33][cH:34]2)[cH:35][cH:36][cH:37][c:38]1[C:39]([F:40])([F:41])[F:42]. Reactants: resultant mixture, OC\C=C(/C)\CC\C=C(/C)\CCC=C(C)C ((E,E)-farnesol), P(Br)(Br)Br (PBr3). The solvent is C(C)OCC (diethyl ether), C(C)OCC (diethyl ether). The product is C(C=C(C)CCC=C(C)CCC=C(C)C)Br (farnesyl bromide). Yield: 216.5%. Reaction SMILES: O[CH2:2]/[CH:3]=[C:4](/[CH2:6][CH2:7]/[CH:8]=[C:9](/[CH2:11][CH2:12][CH:13]=[C:14]([CH3:16])[CH3:15])\[CH3:10])\[CH3:5].P(Br)(Br)[Br:18]>C(OCC)C>[CH2:2]([Br:18])[CH:3]=[C:4]([CH2:6][CH2:7][CH:8]=[C:9]([CH2:11][CH2:12][CH:13]=[C:14]([CH3:16])[CH3:15])[CH3:10])[CH3:5]. Procedure: A solution of 2.00 g (9.0 mmol) of (E,E)-farnesol in 20 ml of dry diethyl ether at 0° C. under argon in the dark was treated dropwise with a solution of 735 μl (4.0 mmol, 0.45 eq.) of PBr3 in 4 ml of dry diethyl ether. The resultant mixture was stirred at 0° C. for one hour, then quenched with H2O and separated. The organic phase was washed with 15 ml of NaHCO3, 15 ml of H2O, and 15 ml of brine, dried over MgSO4 and evaporated to provide 2.47 g of crude farnesyl bromide as a clear oil. The reactants are C(C(O)C1=CC=CC=C1)(=O)[O-] (mandelate), CN[C@H]1CC[C@H](C2=C1C=CC=C2)C=3C=CC(=C(C3)Cl)Cl (sertraline). The product is CN[C@H]1CC[C@H](C2=C1C=CC=C2)C=3C=CC(=C(C3)Cl)Cl.C(C(O)C1=CC=CC=C1)(=O)[O-] (SERTRALINE MANDELATE). As a reaction SMILES: [C:1]([O-:11])(=[O:10])[CH:2]([C:4]1[CH:9]=[CH:8][CH:7]=[CH:6][CH:5]=1)[OH:3].[CH3:12][NH:13][C@@H:14]1[C:19]2[CH:20]=[CH:21][CH:22]=[CH:23][C:18]=2[C@H:17]([C:24]2[CH:25]=[CH:26][C:27]([Cl:31])=[C:28]([Cl:30])[CH:29]=2)[CH2:16][CH2:15]1>>[CH3:12][NH:13][C@@H:14]1[C:19]2[CH:20]=[CH:21][CH:22]=[CH:23][C:18]=2[C@H:17]([C:24]2[CH:25]=[CH:26][C:27]([Cl:31])=[C:28]([Cl:30])[CH:29]=2)[CH2:16][CH2:15]1.[C:1]([O-:11])(=[O:10])[CH:2]([C:4]1[CH:9]=[CH:8][CH:7]=[CH:6][CH:5]=1)[OH:3] |f:2.3|. Reported procedure: NMR data matched that of the mandelate salt of sertraline. Reactants: F[B-](F)(F)F, CCN(C(C)C)C(C)C, C1CCOC1, CN1CCC(N2CCNCC2)CC1, [Na+], O=C([O-])O, CCc1ccc(CC(OC(=O)N2CCC(N3CCc4ccccc4NC3=O)CC2)C(=O)O)cc1CC, CN(C)C=O, CN(C)C(On1nnc2ccccc21)=[N+](C)C. Yields the product CCc1ccc(CC(OC(=O)N2CCC(N3CCc4ccccc4NC3=O)CC2)C(=O)N2CCN(C3CCN(C)CC3)CC2)cc1CC. Reaction SMILES: [B-:37]([F:38])([F:39])([F:40])[F:41].[CH2:59]([N:60]([CH:61]([CH3:62])[CH3:63])[CH:64]([CH3:65])[CH3:66])[CH3:67].[CH2:91]1[O:92][CH2:93][CH2:94][CH2:95]1.[CH3:68][N:69]1[CH2:70][CH2:71][CH:72]([N:75]2[CH2:76][CH2:77][NH:78][CH2:79][CH2:80]2)[CH2:73][CH2:74]1.[Na+:85].[O-:81][C:82]([OH:83])=[O:84].[O:1]=[C:2]1[NH:3][c:4]2[c:5]([cH:33][cH:34][cH:35][cH:36]2)[CH2:6][CH2:7][N:8]1[CH:9]1[CH2:10][CH2:11][N:12]([C:15](=[O:16])[O:17][CH:18]([CH2:19][c:20]2[cH:21][c:22]([CH2:28][CH3:29])[c:23]([CH2:26][CH3:27])[cH:24][cH:25]2)[C:30](=[O:31])[OH:32])[CH2:13][CH2:14]1.[O:86]=[CH:87][N:88]([CH3:89])[CH3:90].[n:42]1([O:43][C:44]([N:45]([CH3:46])[CH3:47])=[N+:48]([CH3:49])[CH3:50])[c:51]2[cH:52][cH:53][cH:54][cH:55][c:56]2[n:57][n:58]1>>[O:1]=[C:2]1[NH:3][c:4]2[c:5]([cH:33][cH:34][cH:35][cH:36]2)[CH2:6][CH2:7][N:8]1[CH:9]1[CH2:10][CH2:11][N:12]([C:15](=[O:16])[O:17][CH:18]([CH2:19][c:20]2[cH:21][c:22]([CH2:28][CH3:29])[c:23]([CH2:26][CH3:27])[cH:24][cH:25]2)[C:30](=[O:32])[N:78]2[CH2:77][CH2:76][N:75]([CH:72]3[CH2:71][CH2:70][N:69]([CH3:68])[CH2:74][CH2:73]3)[CH2:80][CH2:79]2)[CH2:13][CH2:14]1. Starting materials: CO, O=Cc1ccc2c(c1)CCC2, CC(C)(S)C(N)C(=O)O. Yields the product CC1(C)SC(c2ccc3c(c2)CCC3)NC1C(=O)O. RXN SMILES: [CH3:21][OH:22].[CH:1](=[O:2])[c:3]1[cH:4][c:5]2[c:9]([cH:10][cH:11]1)[CH2:8][CH2:7][CH2:6]2.[NH2:12][CH:13]([C:14]([CH3:15])([CH3:16])[SH:17])[C:18](=[O:19])[OH:20]>>[CH:1]1([c:3]2[cH:4][c:5]3[c:9]([cH:10][cH:11]2)[CH2:8][CH2:7][CH2:6]3)[NH:12][CH:13]([C:18](=[O:19])[OH:20])[C:14]([CH3:15])([CH3:16])[S:17]1. Reactants: BrC1=CC=C(C=C1)O (4-bromophenol), BrC1(C(CCC1)=O)Br (2,2-dibromo cyclopentanone), CCN(C(C)C)C(C)C (DIPEA). Run in C(C)#N (ACN), C(C)OC(C)=O (ethylacetate). Conditions: time 8 hour. The product is BrC1=CC=C(OC=2C(CCC2)=O)C=C1 (2-(4-bromophenoxy)cyclopent-2-enone). Yield: 62.8%. As a reaction SMILES: [Br:1][C:2]1[CH:7]=[CH:6][C:5]([OH:8])=[CH:4][CH:3]=1.Br[C:10]1(Br)[CH2:14][CH2:13][CH2:12][C:11]1=[O:15].CCN(C(C)C)C(C)C>C(#N)C.C(OC(=O)C)C>[Br:1][C:2]1[CH:7]=[CH:6][C:5]([O:8][C:10]2[C:11](=[O:15])[CH2:12][CH2:13][CH:14]=2)=[CH:4][CH:3]=1. Procedure: To a solution of 4-bromophenol (500 mg, 2.9 mmol) in ACN (14.5 mL), 2,2-dibromo cyclopentanone (1.4 g, 8.7 mmol) and DIPEA (500 mg, 2.9 mmol) were added. The resulting mixture was stirred at r.t overnight. After completion of the reaction as confirmed by TLC, the reaction mixture was diluted with ethylacetate (150 mL), washed with water (50 mL) and brine (50 mL) successively. The combined organic layers were dried over Na2SO4 and the volatiles were evaporated in vacuo. The residue obtained was p...